Dataset: the Open Reaction Database (ORD), a public repository of structured organic reaction records. Task: describe an organic reaction: reactants, conditions, products, and yield Starting materials: BrC=1C=CC(=NC1)F (5-bromo-2-fluoropyridine), C1CC(CCC1C(=O)O)O ((1S,4S)-4-hydroxycyclohexanecarboxylic acid), [H-].[Na+] (NaH). Solvent: CC(=O)N(C)C (DMA), CC(=O)N(C)C (DMA), CC(=O)N(C)C (DMA). Reaction conditions: temperature 100 celsius, time 10 minute. Product: BrC=1C=CC(=NC1)O[C@H]1CC[C@H](CC1)C(=O)O (cis-4-[(5-Bromopyridin-2-yl)oxy]cyclohexanecarboxylic acid). Yield: 41.7%. Reaction SMILES: [CH2:1]1[CH:6]([C:7]([OH:9])=[O:8])[CH2:5][CH2:4][CH:3]([OH:10])[CH2:2]1.[H-].[Na+].[Br:13][C:14]1[CH:15]=[CH:16][C:17](F)=[N:18][CH:19]=1>CC(N(C)C)=O>[Br:13][C:14]1[CH:15]=[CH:16][C:17]([O:10][C@@H:3]2[CH2:4][CH2:5][C@H:6]([C:7]([OH:9])=[O:8])[CH2:1][CH2:2]2)=[N:18][CH:19]=1 |f:1.2|. Procedure details: A solution of (1S,4S)-4-hydroxycyclohexanecarboxylic acid (2.14 g, 14.9 mmol) in DMA (10 mL) was added to a stirred suspension of NaH (1.32 g, 30.2 mmol) in DMA (15 mL) at 0° C. where it was stirred for 10 min. The suspension was taken off the cooling bath and 5-bromo-2-fluoropyridine (1.53 mL, 14.87 mmol, CAS 766-11-0) was added followed by DMA (10 mL). The reaction was heated at 100° C. for 2.5 h. The solvent was evaporated and DCM and 2M HCl were added, the phases separated and the aqueous ph... Reactants: CCCOc1nsnc1-c1cccnc1, CC(C)=O, CI. Product: CCCOc1nsnc1-c1ccc[n+](C)c1, [I-]. As a reaction SMILES: [CH2:3]([CH2:4][CH3:5])[O:6][c:7]1[c:8](-[c:12]2[cH:13][n:14][cH:15][cH:16][cH:17]2)[n:9][s:10][n:11]1.[CH3:18][C:19](=[O:20])[CH3:21].[CH3:1][I:2]>>[CH3:1][n+:14]1[cH:13][c:12](-[c:8]2[c:7]([O:6][CH2:3][CH2:4][CH3:5])[n:11][s:10][n:9]2)[cH:17][cH:16][cH:15]1.[I-:2]. The reactants are CO, COC(=O)CC(=O)CCl, N#C[K], O, O=S(=O)(O)O. Product: COC(=O)CC(=O)CC#N. RXN SMILES: [CH3:19][OH:20].[Cl:4][CH2:5][C:6]([CH2:7][C:8](=[O:9])[O:10][CH3:11])=[O:12].[K:1][C:2]#[N:3].[OH2:13].[S:14](=[O:15])(=[O:16])([OH:17])[OH:18]>>[C:2](#[N:3])[CH2:5][C:6]([CH2:7][C:8](=[O:9])[O:10][CH3:11])=[O:12].